From a dataset of the Open Reaction Database (ORD), a public repository of structured organic reaction records. describe an organic reaction: reactants, conditions, products, and yield The reactants are CI, CO, Cl, S=c1[nH]c(-c2ccc(I)cc2)cc2ccnn12, [Na+], [OH-]. Yields the product CSc1nc(-c2ccc(I)cc2)cc2ccnn12. RXN SMILES: [CH3:18][I:19].[CH3:23][OH:24].[ClH:20].[I:1][c:2]1[cH:3][cH:4][c:5](-[c:8]2[cH:9][c:10]3[n:11]([c:12](=[S:14])[nH:13]2)[n:15][cH:16][cH:17]3)[cH:6][cH:7]1.[Na+:22].[OH-:21]>>[I:1][c:2]1[cH:3][cH:4][c:5](-[c:8]2[cH:9][c:10]3[n:11]([c:12]([S:14][CH3:18])[n:13]2)[n:15][cH:16][cH:17]3)[cH:6][cH:7]1. Starting materials: ClC=1C2=C(N=CN1)C=CS2 (4-Chlorothieno[3,2-d]pyrimidine), FC1=C(OC=2C3=C(N=CN2)C=C(S3)C(=O)NCCN3CCOCC3)C=CC(=C1)[N+](=O)[O-] (4-(2-Fluoro-4-nitrophenoxy)-N-(2-morpholinoethyl)thieno[3,2-d]pyrimidine-6-carboxamide), ClC=1C=C(C=CC1[N+](=O)[O-])O (3-chloro-4-nitrophenol). The product is ClC=1C=C(OC=2C3=C(N=CN2)C=CS3)C=CC1[N+](=O)[O-] (4-(3-Chloro-4-nitrophenoxy)thieno[3,2-d]pyrimidine). The yield is 72.0%. RXN SMILES: Cl[C:2]1[C:3]2[S:10][CH:9]=[CH:8][C:4]=2[N:5]=[CH:6][N:7]=1.FC1C=C([N+]([O-])=O)C=CC=1OC1C2SC(C(NCCN3CCOCC3)=O)=CC=2N=CN=1.[Cl:42][C:43]1[CH:44]=[C:45]([OH:52])[CH:46]=[CH:47][C:48]=1[N+:49]([O-:51])=[O:50]>>[Cl:42][C:43]1[CH:44]=[C:45]([CH:46]=[CH:47][C:48]=1[N+:49]([O-:51])=[O:50])[O:52][C:2]1[C:3]2[S:10][CH:9]=[CH:8][C:4]=2[N:5]=[CH:6][N:7]=1. Procedure: Starting from the chloride 20 (scheme 4) and following the procedure described above for the synthesis of compound 24 (scheme 4, example 22) replacing 2-fluoro-4-nitrophenol with 3-chloro-4-nitrophenol, title compound 171 was obtained in 72% yield. LRMS (M+1) 307.7 (100%). The reactants are C(C)(C)(C)OC(=O)N1CCC(CC1)O (1-(tert-butyloxycarbonyl)-4-piperidinol), [Si](C)(C)(C(C)(C)C)Cl (tert-butyldimethylsilyl chloride), N1C=NC=C1 (imidazole). Solvent: CN(C)C=O (DMF). The product is C(C)(C)(C)OC(=O)N1CCC(CC1)O[Si](C)(C)C(C)(C)C (1-(tert-butyloxycarbonyl)-4-(tert-butyldimethylsiloxy)piperidine). The yield is 92.3%. As a reaction SMILES: [C:1]([O:5][C:6]([N:8]1[CH2:13][CH2:12][CH:11]([OH:14])[CH2:10][CH2:9]1)=[O:7])([CH3:4])([CH3:3])[CH3:2].[Si:15](Cl)([C:18]([CH3:21])([CH3:20])[CH3:19])([CH3:17])[CH3:16].N1C=CN=C1>CN(C=O)C>[C:1]([O:5][C:6]([N:8]1[CH2:13][CH2:12][CH:11]([O:14][Si:15]([C:18]([CH3:21])([CH3:20])[CH3:19])([CH3:17])[CH3:16])[CH2:10][CH2:9]1)=[O:7])([CH3:4])([CH3:2])[CH3:3]. Procedure: A solution of 1-(tert-butyloxycarbonyl)-4-piperidinol (5.2 g, 25.9 mmol), tert-butyldimethylsilyl chloride (4.07 g, 1.05 equiv.) and imidazole (2.7 g, 1.5 equiv.) in DMF (20 mL) was stirred for 16 h. After dilution with Et2O, the solution was washed successively with H2O (2×), 10% aqueous citric acid, a saturated aqueous solution of NaHCO3 and brine. The organic layer was dried (MgSO4) and concentrated to dryness. The residue was purified by HPLC using a WATERS® LC-500 preparative chromatography... The reactants are CCCC[SnH](CCCC)CCCC, CC(=O)O, C=CCOC(=O)Nc1cccc(-c2nc(C(C)C)sc2-c2ccnc(Cl)n2)c1OC, ClCCl, Cl[Pd]Cl, c1ccc(P(c2ccccc2)c2ccccc2)cc1, c1ccc(P(c2ccccc2)c2ccccc2)cc1. Product: COc1c(N)cccc1-c1nc(C(C)C)sc1-c1ccnc(Cl)n1. RXN SMILES: [CH2:35]([SnH:36]([CH2:37][CH2:38][CH2:39][CH3:40])[CH2:41][CH2:42][CH2:43][CH3:44])[CH2:45][CH2:46][CH3:47].[CH3:31][C:32](=[O:33])[OH:34].[Cl:1][c:2]1[n:3][cH:4][cH:5][c:6](-[c:8]2[c:9](-[c:16]3[c:17]([O:29][CH3:30])[c:18]([NH:22][C:23](=[O:24])[O:25][CH2:26][CH:27]=[CH2:28])[cH:19][cH:20][cH:21]3)[n:10][c:11]([CH:13]([CH3:14])[CH3:15])[s:12]2)[n:7]1.[Cl:48][CH2:49][Cl:50].[Pd:51]([Cl:52])[Cl:53].[c:54]1([P:55]([c:56]2[cH:57][cH:58][cH:59][cH:60][cH:61]2)[c:62]2[cH:63][cH:64][cH:65][cH:66][cH:67]2)[cH:68][cH:69][cH:70][cH:71][cH:72]1.[c:73]1([P:74]([c:75]2[cH:76][cH:77][cH:78][cH:79][cH:80]2)[c:81]2[cH:82][cH:83][cH:84][cH:85][cH:86]2)[cH:87][cH:88][cH:89][cH:90][cH:91]1>>[Cl:1][c:2]1[n:3][cH:4][cH:5][c:6](-[c:8]2[c:9](-[c:16]3[c:17]([O:29][CH3:30])[c:18]([NH2:22])[cH:19][cH:20][cH:21]3)[n:10][c:11]([CH:13]([CH3:14])[CH3:15])[s:12]2)[n:7]1. Starting materials: COCCO, O=c1cc(Cl)[nH]c(=O)[nH]1, Nc1cccc(CO)c1. The product is O=c1cc(Nc2cccc(CO)c2)[nH]c(=O)[nH]1. As a reaction SMILES: [CH3:19][O:20][CH2:21][CH2:22][OH:23].[Cl:1][c:2]1[cH:3][c:4](=[O:9])[nH:5][c:6](=[O:8])[nH:7]1.[NH2:10][c:11]1[cH:12][c:13]([CH2:14][OH:15])[cH:16][cH:17][cH:18]1>>[c:2]1([NH:10][c:11]2[cH:12][c:13]([CH2:14][OH:15])[cH:16][cH:17][cH:18]2)[cH:3][c:4](=[O:9])[nH:5][c:6](=[O:8])[nH:7]1.